This data is from the Open Reaction Database (ORD), a public repository of structured organic reaction records. The task is: describe an organic reaction: reactants, conditions, products, and yield Starting materials: D4, ClC1=NC(=CC=C1)C(F)(F)F (2-chloro-6-(trifluoromethyl)pyridine), OC1=CC=C(C=O)C=C1 (4-hydroxybenzaldehyde). The product is FC(C1=CC=CC(=N1)OC1=CC=C(C=O)C=C1)(F)F (4-((6-(trifluoromethyl)pyridine-2-yl)oxy)benzaldehyde). Reaction SMILES: Cl[C:2]1[CH:7]=[CH:6][CH:5]=[C:4]([C:8]([F:11])([F:10])[F:9])[N:3]=1.[OH:12][C:13]1[CH:20]=[CH:19][C:16]([CH:17]=[O:18])=[CH:15][CH:14]=1>>[F:9][C:8]([F:11])([F:10])[C:4]1[N:3]=[C:2]([O:12][C:13]2[CH:20]=[CH:19][C:16]([CH:17]=[O:18])=[CH:15][CH:14]=2)[CH:7]=[CH:6][CH:5]=1. Reported procedure: The title compound was prepared by a procedure similar to that described for D4 starting from 2-chloro-6-(trifluoromethyl)pyridine and 4-hydroxybenzaldehyde. The reactants are C(C1=CC=CC=C1)=NN1C(=NC=C1)S (1-benzylideneamino-2-mercaptoimidazole), [Na] (sodium), CI (methyl iodide). Solvent: C(C)O (ethanol), C(C)O (ethanol). Conditions: time 3 hour. The product is C(C1=CC=CC=C1)=NN1C(=NC=C1)SC (1-benzylideneamino-2-methylmercaptoimidazole). As a reaction SMILES: [CH:1](=[N:8][N:9]1[CH:13]=[CH:12][N:11]=[C:10]1[SH:14])[C:2]1[CH:7]=[CH:6][CH:5]=[CH:4][CH:3]=1.[Na].[CH3:16]I>C(O)C>[CH:1](=[N:8][N:9]1[CH:13]=[CH:12][N:11]=[C:10]1[S:14][CH3:16])[C:2]1[CH:3]=[CH:4][CH:5]=[CH:6][CH:7]=1 |^1:14|. Procedure details: 10.16 g of 1-benzylideneamino-2-mercaptoimidazole are suspended in 30 ml of absolute ethanol and treated with a solution of 1.15 g of sodium in 70 ml of absolute ethanol. After the addition of 7.1 g of methyl iodide, the reaction mixture is stirred at room temperature for 3 hours. For the work-up, the resulting yellow solution is concentrated to a quarter and 100 ml of water are added. The resulting crystalline crude product is removed by filtration, washed three times with water and recrystalli... Starting materials: ice water, CC(C)([O-])C.[K+] (potassium t-butoxide), CS(=O)C (dimethyl sulfoxide), BrC(CBr)C1=CC=C(C=C1)C1=CC=CC=C1 (4-(1,2-dibromoethyl)biphenyl). Run in C(C)(C)(C)O (t-butanol), same solvent. Run at time 20 minute. Product: C#CC1=CC=C(C=C1)C2=CC=CC=C2 (4-biphenylacetylene). The yield is 90.5%. As a reaction SMILES: CC(C)([O-])C.[K+].CS(C)=O.Br[CH:12]([C:15]1[CH:20]=[CH:19][C:18]([C:21]2[CH:26]=[CH:25][CH:24]=[CH:23][CH:22]=2)=[CH:17][CH:16]=1)[CH2:13]Br>C(O)(C)(C)C>[CH:13]#[C:12][C:15]1[CH:20]=[CH:19][C:18]([C:21]2[CH:26]=[CH:25][CH:24]=[CH:23][CH:22]=2)=[CH:17][CH:16]=1 |f:0.1|. Procedure details: To a solution of 26 g of potassium t-butoxide in 400 ml of a 1:1 mixture (v/v) of dimethyl sulfoxide and t-butanol at 10°-15° was added with stirring a solution of 39 g of 4-(1,2-dibromoethyl)biphenyl in 400 ml of the same solvent mixture. After stirring for 20 minutes, the reaction mixture was poured into ice-water. The resulting mixture was extracted with diethyl ether. The diethyl ether then was washed successively with water, five percent aqueous sodium bicarbonate, and water, and dried over... Starting materials: ClCCl, O=C(O)C(F)(F)F, O=C(Nc1ccc2c(c1)c(-c1nc3ccccc3[nH]1)nn2C1CCCCO1)NC1CCCC1. Yields the product O=C(Nc1ccc2[nH]nc(-c3nc4ccccc4[nH]3)c2c1)NC1CCCC1. RXN SMILES: [Cl:41][CH2:42][Cl:43].[F:1][C:2]([F:3])([F:4])[C:5]([OH:6])=[O:7].[nH:8]1[c:9](-[c:17]2[n:18][n:19]([CH:35]3[CH2:36][CH2:37][CH2:38][CH2:39][O:40]3)[c:20]3[cH:21][cH:22][c:23]([NH:26][C:27](=[O:28])[NH:29][CH:30]4[CH2:31][CH2:32][CH2:33][CH2:34]4)[cH:24][c:25]23)[n:10][c:11]2[c:12]1[cH:13][cH:14][cH:15][cH:16]2>>[n:8]1[c:9](-[c:17]2[n:18][nH:19][c:20]3[cH:21][cH:22][c:23]([NH:26][C:27](=[O:28])[NH:29][CH:30]4[CH2:31][CH2:32][CH2:33][CH2:34]4)[cH:24][c:25]23)[nH:10][c:11]2[c:12]1[cH:13][cH:14][cH:15][cH:16]2. Reactants: C(C)(=O)OCC (ethyl acetate), BrC=1C=CC2=C(N(CCC=3N2C(=NN3)C)C3=CC=C(C=C3)Cl)C1 (8-bromo-6-(4-chlorophenyl)-1-methyl-5,6-dihydro-4H-benzo[b][1,2,4]triazolo[4,3-d][1,4]diazepine), BrC=1C=CC2=C(N(CCC=3N2C(=NN3)C)C3=CC=C(C=C3)Cl)C1 (8-bromo-6-(4-chlorophenyl)-1-methyl-5,6-dihydro-4H-benzo[b][1,2,4]triazolo[4,3-d][1,4]diazepine), CC1(OB(OC1(C)C)C1=CC=C(C(=O)OC)C=C1)C (methyl 4-(4,4,5,5-tetramethyl-1,3,2-dioxaborolan-2-yl)benzoate), C([O-])([O-])=O.[Cs+].[Cs+] (cesium carbonate). Run in O1CCOCC1 (dioxane), O (water). Conditions: temperature 120 celsius. The product is C1=NN=C2N1C1=C(N=CC2)C=CC=C1 (4H-[1,2,4]Triazolo[4,3-a][1,5]benzodiazepine). Reaction SMILES: Br[C:2]1[CH:3]=[CH:4][C:5]2[N:11]3[C:12](C)=[N:13][N:14]=[C:10]3[CH2:9][CH2:8][N:7](C3C=CC(Cl)=CC=3)[C:6]=2[CH:23]=1.CC1(C)C(C)(C)OB(C2C=CC(C(OC)=O)=CC=2)O1.C(=O)([O-])[O-].[Cs+].[Cs+].C(OCC)(=O)C>O1CCOCC1.O>[CH:12]1[N:11]2[C:5]3[CH:4]=[CH:3][CH:2]=[CH:23][C:6]=3[N:7]=[CH:8][CH2:9][C:10]2=[N:14][N:13]=1 |f:2.3.4|. Reported procedure: A mixture of 4H-[1,2,4]triazolo[4,3-a][1,5]benzodiazepine,5,6-dihydro-1-methyl-8-bromo-6-(4-chloro-phenyl) (Compound 13; 60 mg, 0.15 mmol), methyl 4-(4,4,5,5-tetramethyl-1,3,2-dioxaborolan-2-yl)benzoate (81 mg, 0.30 mmol), and cesium carbonate (98 mg, 0.30 mmol) in dioxane (2 mL) and water (1 mL) was heated at 120° C. for 20 minutes under microwave (pressure: 17.2 bar, equipment power: 150 W). The solid was filtered and the filtrate was concentrated to give a residue. To the residue, ethyl aceta...